Dataset: the Open Reaction Database (ORD), a public repository of structured organic reaction records. Task: describe an organic reaction: reactants, conditions, products, and yield Starting materials: acid, O (water), CN(C)C(=[N+](C)C)ON1C2=C(C=CC=C2)N=N1.[B-](F)(F)(F)F (TBTU), C=1C=CC2=C(C1)N=NN2O (HOBT), CCN(C(C)C)C(C)C (DIPEA), acid, N1=C(NC2=C1C=CC=C2)C(=O)O (benzimidazolecarboxylic acid), amine. The solvent is CN(C)C=O (DMF), CN(C)C=O (DMF), CN(C)C=O (DMF). Conditions: time 4 hour. The product is N1=CC(=CC=C1)OC=1C=C(C=CC1)NC(=O)C1=NC2=C(N1)C=CC(=C2)C (N-[3-(pyridine-3-yloxy)phenyl]-5-methyl-1H-benzimidazole-2-carboxamide). RXN SMILES: [N:1]1[C:5]2[CH:6]=[CH:7][CH:8]=[CH:9][C:4]=2[NH:3][C:2]=1[C:10]([OH:12])=O.CN(C(ON1N=[N:28][C:23]2[CH:24]=[CH:25][CH:26]=[CH:27][C:22]1=2)=[N+](C)C)C.[B-](F)(F)(F)F.[CH:35]1[CH:36]=[CH:37]C2N(O)N=[N:41][C:39]=2[CH:40]=1.[CH3:45]CN(C(C)C)C(C)C.[OH2:54]>CN(C=O)C>[N:41]1[CH:37]=[CH:36][CH:35]=[C:40]([O:54][C:25]2[CH:24]=[C:23]([NH:28][C:10]([C:2]3[NH:1][C:5]4[CH:6]=[CH:7][C:8]([CH3:45])=[CH:9][C:4]=4[N:3]=3)=[O:12])[CH:22]=[CH:27][CH:26]=2)[CH:39]=1 |f:1.2|. Procedure: 0.064 mmol of benzimidazolecarboxylic acid 4k was dissolved in DMF together with 0.064 mmol of the amine 5d, a solution of TBTU (0.096 mmol) in DMF, HOBT (0.026 mmol) in DMF and 0.32 mmol of DIPEA were added successively, and the mixture was stirred at room temperature. After 4 hours, 0.3 eq. of acid was added, and the mixture was stirred overnight. After further addition of 0.3 eq. of acid, the reaction mixture was diluted with water after 2 hours, and the resulting precipitate was filtered off... Starting materials: CC1(NC(CC(C1)NC1=NC=CC(=N1)C1=CC=C(C=C1)CCCC#N)(C)C)C (4-{4-[2-(2,2,6,6-Tetramethyl-piperidin-4-ylamino)-pyrimidin-4-yl]-phenyl}-butyronitrile), [H-].[H-].[H-].[H-].[Li+].[Al+3] (LAH). Solvent: C1CCOC1 (THF). Reaction conditions: temperature 60 celsius, time 2 hour. Yields the product NCCCCC1=CC=C(C=C1)C1=NC(=NC=C1)NC1CC(NC(C1)(C)C)(C)C ({4-[4-(4-Amino-butyl)-phenyl]-pyrimidin-2-yl}-(2,2,6,6-tetramethyl-piperidin-4-yl)-amine). RXN SMILES: [CH3:1][C:2]1([CH3:28])[CH2:7][CH:6]([NH:8][C:9]2[N:14]=[C:13]([C:15]3[CH:20]=[CH:19][C:18]([CH2:21][CH2:22][CH2:23][C:24]#[N:25])=[CH:17][CH:16]=3)[CH:12]=[CH:11][N:10]=2)[CH2:5][C:4]([CH3:27])([CH3:26])[NH:3]1.[H-].[H-].[H-].[H-].[Li+].[Al+3]>C1COCC1>[NH2:25][CH2:24][CH2:23][CH2:22][CH2:21][C:18]1[CH:17]=[CH:16][C:15]([C:13]2[CH:12]=[CH:11][N:10]=[C:9]([NH:8][CH:6]3[CH2:5][C:4]([CH3:27])([CH3:26])[NH:3][C:2]([CH3:28])([CH3:1])[CH2:7]3)[N:14]=2)=[CH:20][CH:19]=1 |f:1.2.3.4.5.6|. Procedure details: To a solution of 4-{4-[2-(2,2,6,6-tetramethyl-piperidin-4-ylamino)-pyrimidin-4-yl]-phenyl}-butyronitrile (Example 192) (37 mg, 0.10 mmol) in 2 ml THF was added LAH (1 M in THF, 294 μl, 0.294 mmol). The reaction mixture was stirred at 60° C. for 2 hours. The mixture was quenched with 0.5 ml aqueous sodium sulfate, followed by 2N-NaOH (pH 11). Extraction with EtOAc and purification using preparative HPLC gave the title compound. Yield: 16 mg (43%).